describe an organic reaction: reactants, conditions, products, and yield From a dataset of the Open Reaction Database (ORD), a public repository of structured organic reaction records. Reactants: CC(=O)N1CCc2cc3[nH]cc(C4=CCN(C)CC4)c3cc21, CO, CC(=O)O, CN(C)C=O. The product is CC(=O)N1CCc2cc3[nH]cc(C4CCN(C)CC4)c3cc21. Reaction SMILES: [C:1]([CH3:2])(=[O:3])[N:4]1[CH2:5][CH2:6][c:7]2[c:8]1[cH:9][c:10]1[c:11]([C:16]3=[CH:17][CH2:18][N:19]([CH3:22])[CH2:20][CH2:21]3)[cH:12][nH:13][c:14]1[cH:15]2.[CH3:23][OH:24].[CH3:30][C:31](=[O:32])[OH:33].[O:25]=[CH:26][N:27]([CH3:28])[CH3:29]>>[C:1]([CH3:2])(=[O:3])[N:4]1[CH2:5][CH2:6][c:7]2[c:8]1[cH:9][c:10]1[c:11]([CH:16]3[CH2:17][CH2:18][N:19]([CH3:22])[CH2:20][CH2:21]3)[cH:12][nH:13][c:14]1[cH:15]2. Reactants: ClC(Cl)Cl, O=c1[nH]c(C(F)(F)F)nc2nc[nH]c12, CN(C)C=O, O=S(Cl)Cl. The product is FC(F)(F)c1nc(Cl)c2[nH]cnc2n1. Reaction SMILES: [Cl:24][CH:25]([Cl:26])[Cl:27].[F:1][C:2]([c:3]1[nH:4][c:5](=[O:12])[c:6]2[nH:7][cH:8][n:9][c:10]2[n:11]1)([F:13])[F:14].[O:19]=[CH:20][N:21]([CH3:22])[CH3:23].[S:15]([Cl:16])([Cl:17])=[O:18]>>[F:1][C:2]([c:3]1[n:4][c:5]([Cl:17])[c:6]2[nH:7][cH:8][n:9][c:10]2[n:11]1)([F:13])[F:14]. Reactants: C(C=C)[C@@H]1[C@@H]([C@H](C(N1CC1=CC=CC=C1)=O)O[Si](C)(C)C(C)(C)C)O[Si](C)(C)C(C)(C)C ((3R*,4S*,5R*)-5-allyl-1-benzyl-3,4-bis(tert-butyidimethylsilyloxy)-2-pyrrolidinone), solution, aqueous solution, [OH-].[Na+] (sodium hydroxide), aqueous solution, OO (hydrogen peroxide), C([C@@H](O)[C@H](O)C(=O)O)(=O)O (D-tartaric acid). The solvent is O (water), C(C)(=O)OCC (ethyl acetate), O (water), O1CCCC1 (tetrahydrofuran), O1CCCC1 (tetrahydrofuran). Conditions: time 1 hour. Yields the product C(C1=CC=CC=C1)N1C([C@@H]([C@H]([C@H]1CCCO)O[Si](C)(C)C(C)(C)C)O[Si](C)(C)C(C)(C)C)=O ((3R*,4S*,5R*)-1-benzyl-3,4-bis(tert-butyidimethylsilyloxy)-5-(3-hydroxypropyl)-2-pyrrolidinone). As a reaction SMILES: [CH2:1]([C@H:4]1[N:8]([CH2:9][C:10]2[CH:15]=[CH:14][CH:13]=[CH:12][CH:11]=2)[C:7](=[O:16])[C@H:6]([O:17][Si:18]([C:21]([CH3:24])([CH3:23])[CH3:22])([CH3:20])[CH3:19])[C@H:5]1[O:25][Si:26]([C:29]([CH3:32])([CH3:31])[CH3:30])([CH3:28])[CH3:27])[CH:2]=[CH2:3].C(O)(=O)[C@H]([C@@H](C(O)=O)O)[OH:35].[OH-].[Na+].OO>O1CCCC1.C(OCC)(=O)C.O>[CH2:9]([N:8]1[C@H:4]([CH2:1][CH2:2][CH2:3][OH:35])[C@H:5]([O:25][Si:26]([C:29]([CH3:32])([CH3:31])[CH3:30])([CH3:27])[CH3:28])[C@@H:6]([O:17][Si:18]([C:21]([CH3:24])([CH3:23])[CH3:22])([CH3:19])[CH3:20])[C:7]1=[O:16])[C:10]1[CH:15]=[CH:14][CH:13]=[CH:12][CH:11]=1 |f:2.3|. Procedure: 100 g of (3R*,4S*,5R*)-5-allyl-1-benzyl-3,4-bis(tert-butyidimethylsilyloxy)-2-pyrrolidinone which had been prepared according to the procedure described in J. Org. Chem. 60, 103-108 (1995) by using D-tartaric acid as the starting material was added to 670 ml of tetrahydrofuran, and cooled with ice. Then, 87.1 ml of a 1.0M solution of borane-tetrahydrofuran complex in tetrahydrofuran was added thereto. After this mixture was stirred at room temperature for 1 hour, 7 ml of water was added dropwise... The reactants are [N+](=O)([O-])C=1C=C(C(=O)OC2=CC=CC=C2)C=CC1 (phenyl 3-nitrobenzoate), CC=1NC2=CC=CC=C2C1CCCC(=O)O (4-(2-methylindol-3-yl)butyric acid), [H-].[Na+] (sodium hydride), Cl (hydrochloric acid). The solvent is O1CCCC1 (tetrahydrofuran), CN(C=O)C (N,N-dimethylformamide), CN(C=O)C (N,N-dimethylformamide), C(C)(=O)OCC (ethyl acetate). Run at temperature 20 celsius, time 1 hour. Yields the product CC=1N(C2=CC=CC=C2C1CCCC(=O)O)C(C1=CC(=CC=C1)[N+](=O)[O-])=O (4-[2-methyl-1-(3-nitrobenzoyl)indol-3-yl]butyric acid). Yield: 74.1%. As a reaction SMILES: [CH3:1][C:2]1[NH:3][C:4]2[C:9]([C:10]=1[CH2:11][CH2:12][CH2:13][C:14]([OH:16])=[O:15])=[CH:8][CH:7]=[CH:6][CH:5]=2.[H-].[Na+].[N+:19]([C:22]1[CH:23]=[C:24]([CH:34]=[CH:35][CH:36]=1)[C:25](OC1C=CC=CC=1)=[O:26])([O-:21])=[O:20].Cl>CN(C)C=O.O1CCCC1.C(OCC)(=O)C>[CH3:1][C:2]1[N:3]([C:25](=[O:26])[C:24]2[CH:34]=[CH:35][CH:36]=[C:22]([N+:19]([O-:21])=[O:20])[CH:23]=2)[C:4]2[C:9]([C:10]=1[CH2:11][CH2:12][CH2:13][C:14]([OH:16])=[O:15])=[CH:8][CH:7]=[CH:6][CH:5]=2 |f:1.2|. Procedure details: A solution of 4-(2-methylindol-3-yl)butyric acid (600 mg) in N,N-dimethylformamide (10 ml) was added to a suspension of sodium hydride (60% dispersion in mineral oil, 243 mg) in N,N-dimethylformamide (5 ml) at 20° C. and the mixture was stirred at 20° C. for 1 hour. A solution of phenyl 3-nitrobenzoate (671 mg) in tetrahydrofuran (10 ml) was added to the mixture at -35° C. and the resulting mixture was stirred at the same temperature for 2 hours. The mixture was poured into a mixture of ethyl ac...